Dataset: the Open Reaction Database (ORD), a public repository of structured organic reaction records. Task: describe an organic reaction: reactants, conditions, products, and yield Reactants: C(C=C)C1(CC1)S(=O)(=O)Cl (1-Allyl-cyclopropanesulfonyl chloride), C(C)(C)(C)OC(=O)N1CCN2C1=C(C(=C(C2=O)C)NC2=C(C=C(C=C2)Br)F)N (8-amino-7-(4-bromo-2-fluoro-phenylamino)-6-methyl-5-oxo-2,3-dihydro-5H-imidazo[1,2-a]pyridine-1-carboxylic acid tert-butyl ester), C(C)OC(C)=O (ethylacetate). Solvent: N1=CC=CC=C1 (pyridine). Reaction conditions: time 12 hour. The product is C(C)(C)(C)OC(=O)N1CCN2C1=C(C(=C(C2=O)C)NC2=C(C=C(C=C2)Br)F)NS(=O)(=O)C2(CC2)CC=C (8-(1-Allyl-cyclopropanesulfonylamino)-7-(4-bromo-2-fluoro-phenylamino)-6-methyl-5-oxo-2,3-dihydro-5H-imidazo[1,2-a]pyridine-1-carboxylic acid tert-butyl ester). Isolated yield 66.9%. RXN SMILES: [CH2:1]([C:4]1([S:7](Cl)(=[O:9])=[O:8])[CH2:6][CH2:5]1)[CH:2]=[CH2:3].[C:11]([O:15][C:16]([N:18]1[C:22]2=[C:23]([NH2:38])[C:24]([NH:29][C:30]3[CH:35]=[CH:34][C:33]([Br:36])=[CH:32][C:31]=3[F:37])=[C:25]([CH3:28])[C:26](=[O:27])[N:21]2[CH2:20][CH2:19]1)=[O:17])([CH3:14])([CH3:13])[CH3:12].C(OC(=O)C)C>N1C=CC=CC=1>[C:11]([O:15][C:16]([N:18]1[C:22]2=[C:23]([NH:38][S:7]([C:4]3([CH2:1][CH:2]=[CH2:3])[CH2:6][CH2:5]3)(=[O:9])=[O:8])[C:24]([NH:29][C:30]3[CH:35]=[CH:34][C:33]([Br:36])=[CH:32][C:31]=3[F:37])=[C:25]([CH3:28])[C:26](=[O:27])[N:21]2[CH2:20][CH2:19]1)=[O:17])([CH3:12])([CH3:13])[CH3:14]. Procedure details: 1-Allyl-cyclopropanesulfonyl chloride (121 mg, 0.001 mol) was added to a stirred solution of 8-amino-7-(4-bromo-2-fluoro-phenylamino)-6-methyl-5-oxo-2,3-dihydro-5H-imidazo[1,2-a]pyridine-1-carboxylic acid tert-butyl ester (150 mg, 0.0003 mol) in pyridine (3 mL). The resulting mixture was stirred at room temperature for 12 hours. The reaction was monitored by TLC (100% ethylacetate). The reaction mixture was concentrated and partitioned between ethylacetate and water. The organic layer concentrat... The reactants are [N+](=O)([O-])C1=C(C=CC=C1)N1C(=CC=C1)C=O (1-(2-nitrophenyl)-1H-pyrrole-2-carboxaldehyde). Reagents/catalysts: [Pd] (Pd/C). Run in C(C)O (ethyl alcohol), C(C)(=O)OCC (ethyl acetate). Reaction conditions: time 2 hour. Product: C1=CC=C2N1C1=CC=CC=C1NC2 (4,5-Dihydro-pyrrolo-[1,2-a]-quinoxaline). The yield is 44.5%. As a reaction SMILES: [N+:1]([C:4]1[CH:9]=[CH:8][CH:7]=[CH:6][C:5]=1[N:10]1[CH:14]=[CH:13][CH:12]=[C:11]1[CH:15]=O)([O-])=O>C(O)C.C(OCC)(=O)C.[Pd]>[CH:14]1[N:10]2[C:5]3[C:4]([NH:1][CH2:15][C:11]2=[CH:12][CH:13]=1)=[CH:9][CH:8]=[CH:7][CH:6]=3. Procedure details: To a solution of 1.0 g of 1-(2-nitrophenyl)-1H-pyrrole-2-carboxaldehyde in 40 ml of ethyl alcohol and 40 ml of ethyl acetate, under argon, is added 40 mg of 10% Pd/C. The mixture is hydrogenated at 40 psi for 2 hours and filtered through diatomaceous earth. The filtrate is concentrated in vacuo to a residue which is dissolved in ether and treated with hexanes to give 0.35 g of the desired product as a beige solid m.p. 108°-110° C. Reactants: [Cl-].O[NH3+] (hydroxylammonium chloride), C(O)([O-])=O.[Na+] (sodium hydrogen carbonate), CS(=O)C (dimethyl sulfoxide), C(CCC)C=1N=C(N(C(C1CC1=CC=C(C=C1)C=1C(=CC=CC1)C#N)=O)CC1CCCCC1)C (4′-{[4-butyl-1-(cyclohexylmethyl)-2-methyl-6-oxo-1,6-dihydropyrimidin-5-yl]methyl}biphenyl-2-carbonitrile). Run in C(C)(=O)OCC (ethyl acetate). Reaction conditions: temperature 40 celsius, time 30 minute. The product is C(CCC)C1=C(C(N(C(=N1)C)CC1CCCCC1)=O)CC1=CC=C(C=C1)C1=C(C=CC=C1)C1=NOC(N1)=O (6-butyl-3-(cyclohexylmethyl)-2-methyl-5-{[2′-(5-oxo-4,5-dihydro-1,2,4-oxadiazol-3-yl)biphenyl-4-yl]methyl}pyrimidin-4(3H)-one). Isolated yield 32.6%. Reaction SMILES: [Cl-].O[NH3+:3].[C:4](=[O:7])([O-])[OH:5].[Na+].CS(C)=O.[CH2:13]([C:17]1[N:18]=[C:19]([CH3:46])[N:20]([CH2:39][CH:40]2[CH2:45][CH2:44][CH2:43][CH2:42][CH2:41]2)[C:21](=[O:38])[C:22]=1[CH2:23][C:24]1[CH:29]=[CH:28][C:27]([C:30]2[C:31]([C:36]#[N:37])=[CH:32][CH:33]=[CH:34][CH:35]=2)=[CH:26][CH:25]=1)[CH2:14][CH2:15][CH3:16]>C(OCC)(=O)C>[CH2:13]([C:17]1[N:18]=[C:19]([CH3:46])[N:20]([CH2:39][CH:40]2[CH2:45][CH2:44][CH2:43][CH2:42][CH2:41]2)[C:21](=[O:38])[C:22]=1[CH2:23][C:24]1[CH:29]=[CH:28][C:27]([C:30]2[CH:35]=[CH:34][CH:33]=[CH:32][C:31]=2[C:36]2[NH:3][C:4](=[O:7])[O:5][N:37]=2)=[CH:26][CH:25]=1)[CH2:14][CH2:15][CH3:16] |f:0.1,2.3|. Procedure: A mixture of hydroxylammonium chloride (0.88 g), sodium hydrogen carbonate (1.41 g) and dimethyl sulfoxide (15 mL) was stirred at 40° C. for 30 min, 4′-{[4-butyl-1-(cyclohexylmethyl)-2-methyl-6-oxo-1,6-dihydropyrimidin-5-yl]methyl}biphenyl-2-carbonitrile (0.38 g) was added, and the mixture was stirred at 90° C. for 16 hr. The reaction mixture was diluted with ethyl acetate, washed with water and then with saturated brine, and dried over anhydrous magnesium sulfate. The solvent was evaporated und... Starting materials: NC=1N(C(C2(N1)CC(OC1=CC=C(C=C12)Br)C1=CC=CC=C1)=O)C (2′-amino-6-bromo-1′-methyl-2-phenylspiro[chroman-4,4′-imidazol]-5′(1′H)-one), C(#N)CCNC(=O)C=1C=C(C=CC1)B(O)O (3-(2-cyanoethyl-carbamoyl)phenylboronic acid). Reagents/catalysts: Cl[Pd]([P](C1=CC=CC=C1)(C2=CC=CC=C2)C3=CC=CC=C3)([P](C4=CC=CC=C4)(C5=CC=CC=C5)C6=CC=CC=C6)Cl (Pd(PPh3)2Cl2). Solvent: O1CCOCC1 (1,4-dioxane), C(=O)([O-])[O-].[Cs+].[Cs+] (Cs2CO3). Run at temperature 120 celsius. The product is NC=1N(C(C2(N1)CC(OC1=CC=C(C=C12)C=1C=C(C(=O)NCCC#N)C=CC1)C1=CC=CC=C1)=O)C (3-(2′-amino-1′-methyl-5′-oxo-2-phenyl-1′,5′-dihydrospiro[chroman-4,4′-imidazole]-6-yl)-N-(2-cyanoethyl)benzamide). The yield is 8.2%. Reaction SMILES: [NH2:1][C:2]1[N:3]([CH3:24])[C:4](=[O:23])[C:5]2([C:15]3[C:10](=[CH:11][CH:12]=[C:13](Br)[CH:14]=3)[O:9][CH:8]([C:17]3[CH:22]=[CH:21][CH:20]=[CH:19][CH:18]=3)[CH2:7]2)[N:6]=1.[C:25]([CH2:27][CH2:28][NH:29][C:30]([C:32]1[CH:33]=[C:34](B(O)O)[CH:35]=[CH:36][CH:37]=1)=[O:31])#[N:26]>O1CCOCC1.C([O-])([O-])=O.[Cs+].[Cs+].Cl[Pd](Cl)([P](C1C=CC=CC=1)(C1C=CC=CC=1)C1C=CC=CC=1)[P](C1C=CC=CC=1)(C1C=CC=CC=1)C1C=CC=CC=1>[NH2:1][C:2]1[N:3]([CH3:24])[C:4](=[O:23])[C:5]2([C:15]3[C:10](=[CH:11][CH:12]=[C:13]([C:36]4[CH:37]=[C:32]([CH:33]=[CH:34][CH:35]=4)[C:30]([NH:29][CH2:28][CH2:27][C:25]#[N:26])=[O:31])[CH:14]=3)[O:9][CH:8]([C:17]3[CH:22]=[CH:21][CH:20]=[CH:19][CH:18]=3)[CH2:7]2)[N:6]=1 |f:3.4.5,^1:55,74|. Reported procedure: Pd(PPh3)2Cl2 (10 mg) in a 10 mL CEM test tube under Ar was treated sequentially with 2′-amino-6-bromo-1′-methyl-2-phenylspiro[chroman-4,4′-imidazol]-5′(1′H)-one (20 mg, 0.05 mmol) in 1,4-dioxane (1 mL), Cs2CO3 (2 N, 0.3 mL) and 3-(2-cyanoethyl-carbamoyl)phenylboronic acid (22 mg, 0.1 mmol). The mixture was heated in a microwave reactor at 120° C. for 30 mins. The reaction mixture was concentrated in vacuo to give the residue, which was purified by preparative TLC to give pure 3-(2′-amino-1′-meth...